Dataset: the Open Reaction Database (ORD), a public repository of structured organic reaction records. Task: describe an organic reaction: reactants, conditions, products, and yield Reported procedure: A mixture of 4,6-dimethyl2(1H)-pyridone (2.46 g., 0.02 moles), potassium hydroxide (1.58 g., 0.024 moles) and ethyl iodide (6.24 g., 0.04 moles) in 50 ml. ethanol is heated at reflux for 3 hours. The ethanol is removed under vacuum leaving a solid residue which is extracted with methylene chloride. The methylene chloride extracts are washed with 2.5 N sodium hydroxide, water, a saturated salt solution, and dried over sodium sulfate. Evaporation of the dried extracts affords 1-ethyl-4,6-dimethyl-... Solvent: C(C)O (ethanol). Starting materials: CC1=CC(NC(=C1)C)=O (4,6-dimethyl2(1H)-pyridone), [OH-].[K+] (potassium hydroxide), C(C)I (ethyl iodide). Yields the product C(C)N1C(C=C(C=C1C)C)=O (1-ethyl-4,6-dimethyl-2(1H)-pyridone). As a reaction SMILES: [CH3:1][C:2]1[CH:7]=[C:6]([CH3:8])[NH:5][C:4](=[O:9])[CH:3]=1.[OH-].[K+].[CH2:12](I)[CH3:13]>C(O)C>[CH2:12]([N:5]1[C:6]([CH3:8])=[CH:7][C:2]([CH3:1])=[CH:3][C:4]1=[O:9])[CH3:13] |f:1.2|.